Dataset: the Open Reaction Database (ORD), a public repository of structured organic reaction records. Task: describe an organic reaction: reactants, conditions, products, and yield Reactants: CO, Cc1ccccc1, CCN(C(C)C)C(C)C, ClCCl, NC(=O)c1csc(NC(=O)C(Cc2ccccc2)NC(=O)C(N)c2ccccc2)n1, O=C(Cl)OC(Cl)(Cl)Cl. Yields the product NC(=O)c1csc(NC(=O)C(Cc2ccccc2)N2C(=O)NC(c3ccccc3)C2=O)n1. As a reaction SMILES: [CH3:48][OH:49].[CH3:50][c:51]1[cH:52][cH:53][cH:54][cH:55][cH:56]1.[CH:39]([N:40]([CH:41]([CH3:42])[CH3:43])[CH2:44][CH3:45])([CH3:46])[CH3:47].[Cl:57][CH2:58][Cl:59].[NH2:9][CH:10]([C:11](=[O:12])[NH:13][CH:14]([C:15](=[O:16])[NH:17][c:18]1[s:19][cH:20][c:21]([C:23](=[O:24])[NH2:25])[n:22]1)[CH2:26][c:27]1[cH:28][cH:29][cH:30][cH:31][cH:32]1)[c:33]1[cH:34][cH:35][cH:36][cH:37][cH:38]1.[O:1]=[C:2]([Cl:3])[O:4][C:5]([Cl:6])([Cl:7])[Cl:8]>>[O:1]=[C:2]1[NH:9][CH:10]([c:33]2[cH:34][cH:35][cH:36][cH:37][cH:38]2)[C:11](=[O:12])[N:13]1[CH:14]([C:15](=[O:16])[NH:17][c:18]1[s:19][cH:20][c:21]([C:23](=[O:24])[NH2:25])[n:22]1)[CH2:26][c:27]1[cH:28][cH:29][cH:30][cH:31][cH:32]1. Reactants: N1C[C@@H](CCC1)NC(=O)N1C(C2=CC=CC=C2CC1)C1=CC=C(C=C1)C(F)(F)F (N—((R)-Piperidin-3-yl)-1-(4-(trifluoromethyl)phenyl)-3,4-dihydroisoquinoline-2(1H)-carboxamide), C=O (formaldehyde), C(=O)(O)[O-].[Na+] (NaHCO3), C(C)(=O)O[BH-](OC(C)=O)OC(C)=O.[Na+] (sodium triacetoxyborohydride). Solvent: ClCCCl (DCE). Run at time 1 hour. Yields the product CN1C[C@@H](CCC1)NC(=O)N1C(C2=CC=CC=C2CC1)C1=CC=C(C=C1)C(F)(F)F (N—((R)-1-Methylpiperidin-3-yl)-1-(4-(trifluoromethyl)phenyl)-3,4-dihydroisoquinoline-2(1H)-carboxamide). RXN SMILES: [NH:1]1[CH2:6][CH2:5][CH2:4][C@@H:3]([NH:7][C:8]([N:10]2[CH2:19][CH2:18][C:17]3[C:12](=[CH:13][CH:14]=[CH:15][CH:16]=3)[CH:11]2[C:20]2[CH:25]=[CH:24][C:23]([C:26]([F:29])([F:28])[F:27])=[CH:22][CH:21]=2)=[O:9])[CH2:2]1.C=O.[C:32](O[BH-](OC(=O)C)OC(=O)C)(=O)C.[Na+].C([O-])(O)=O.[Na+]>ClCCCl>[CH3:32][N:1]1[CH2:6][CH2:5][CH2:4][C@@H:3]([NH:7][C:8]([N:10]2[CH2:19][CH2:18][C:17]3[C:12](=[CH:13][CH:14]=[CH:15][CH:16]=3)[CH:11]2[C:20]2[CH:21]=[CH:22][C:23]([C:26]([F:27])([F:28])[F:29])=[CH:24][CH:25]=2)=[O:9])[CH2:2]1 |f:2.3,4.5|. Procedure: To a solution of N—((R)-piperidin-3-yl)-1-(4-(trifluoromethyl)phenyl)-3,4-dihydro-isoquinoline-2(1H)-carboxamide (30 mg, 74 μmol, example 24) in DCE (0.5 mL) was added formaldehyde (28 μL, 372 mol). The resulting mixture was stirred at RT for 1 h and then sodium triacetoxyborohydride (16 mg, 74 μmol) was added. The mixture was then stirred at RT for 4 h. Then, saturated NaHCO3 (0.4 mL) was added and the mixture was extracted with EtOAc (2×3 mL). The combined organic extracts were dried over MgSO...